Dataset: the Open Reaction Database (ORD), a public repository of structured organic reaction records. Task: describe an organic reaction: reactants, conditions, products, and yield Reactants: C(C)N(C1=CC=C(C=C1)N)CC (N,N-diethyl-1,4-diamino-benzene), S(=S)(=O)([O-])[O-] (thiosulfate). Yields the product NC1=C(C=C(C=C1)N(CC)CC)SS(O)(=O)=O (thiosulfuric acid S-(2-amino-5-diethylamino-phenyl)ester). Reaction SMILES: [CH2:1]([N:3]([CH2:11][CH3:12])[C:4]1[CH:9]=[CH:8][C:7]([NH2:10])=[CH:6][CH:5]=1)[CH3:2].[S:13]([O-:17])([O-:16])(=[O:15])=[S:14]>>[NH2:10][C:7]1[CH:8]=[CH:9][C:4]([N:3]([CH2:1][CH3:2])[CH2:11][CH3:12])=[CH:5][C:6]=1[S:14][S:13](=[O:16])(=[O:15])[OH:17]. Procedure details: In this step, an N,N-diethyl-1,4-diamino-benzene, 15, is oxidized in the presence of a thiosulfate to give a thiosulfuric acid S-(2-amino-5-diethylamino-phenyl)ester, 16, as illustrated in the following scheme: Starting materials: O=C([O-])[O-], CCOC(C)=O, O=Cc1ccc(B(O)O)cc1, Clc1cc(I)ccn1, FC(F)(F)Oc1ccc(-c2ccnc(Cl)c2)cc1, [K+], [K+], C1COCCO1, c1ccc(P(c2ccccc2)(c2ccccc2)[Pd](P(c2ccccc2)(c2ccccc2)c2ccccc2)(P(c2ccccc2)(c2ccccc2)c2ccccc2)P(c2ccccc2)(c2ccccc2)c2ccccc2)cc1. The product is O=Cc1ccc(-c2cc(-c3ccc(OC(F)(F)F)cc3)ccn2)cc1. RXN SMILES: [C:38](=[O:39])([O-:40])[O-:41].[CH3:44][CH2:45][O:46][C:47]([CH3:48])=[O:49].[CH:27](=[O:28])[c:29]1[cH:30][cH:31][c:32]([B:35]([OH:36])[OH:37])[cH:33][cH:34]1.[Cl:19][c:20]1[cH:21][c:22]([I:23])[cH:24][cH:25][n:26]1.[Cl:1][c:2]1[n:3][cH:4][cH:5][c:6](-[c:8]2[cH:9][cH:10][c:11]([O:14][C:15]([F:16])([F:17])[F:18])[cH:12][cH:13]2)[cH:7]1.[K+:42].[K+:43].[O:127]1[CH2:128][CH2:129][O:130][CH2:131][CH2:132]1.[cH:50]1[cH:51][cH:52][c:53]([P:54]([Pd:55]([P:56]([c:57]2[cH:58][cH:59][cH:60][cH:61][cH:62]2)([c:63]2[cH:64][cH:65][cH:66][cH:67][cH:68]2)[c:69]2[cH:70][cH:71][cH:72][cH:73][cH:74]2)([P:75]([c:76]2[cH:77][cH:78][cH:79][cH:80][cH:81]2)([c:82]2[cH:83][cH:84][cH:85][cH:86][cH:87]2)[c:88]2[cH:89][cH:90][cH:91][cH:92][cH:93]2)[P:94]([c:95]2[cH:96][cH:97][cH:98][cH:99][cH:100]2)([c:101]2[cH:102][cH:103][cH:104][cH:105][cH:106]2)[c:107]2[cH:108][cH:109][cH:110][cH:111][cH:112]2)([c:113]2[cH:114][cH:115][cH:116][cH:117][cH:118]2)[c:119]2[cH:120][cH:121][cH:122][cH:123][cH:124]2)[cH:125][cH:126]1>>[c:2]1(-[c:32]2[cH:31][cH:30][c:29]([CH:27]=[O:28])[cH:34][cH:33]2)[n:3][cH:4][cH:5][c:6](-[c:8]2[cH:9][cH:10][c:11]([O:14][C:15]([F:16])([F:17])[F:18])[cH:12][cH:13]2)[cH:7]1. Starting materials: CC1(OC2=C([C@H]3[C@@H]1O3)C=C(C=C2)C#N)C ((1aS-cis)-1a,7b-dihydro-2,2-dimethyl-2H-oxireno-[c][1]benzopyran-6-carbonitrile), C(C)OC(=O)NC1=C(N)C=CC=C1 (2-[(ethoxycarbonyl)amino]aniline), compound, Cl(=O)(=O)(=O)[O-].[Mg+2].Cl(=O)(=O)(=O)[O-] (magnesium perchlorate), C(C)#N (acetonitrile). Run in C(C)(=O)OCC (ethyl acetate). The product is C(#N)C1=C[C@H]([C@@H](C(O1)(C)C)O)NC1=C(C=CC=C1)NC(OCC)=O ((3S-trans)-[2-[(6-Cyano-3,4-dihydro-3-hydroxy-2,2-dimethyl-2H-pyran-4yl)amino]phenyl]carbamic acid, ethyl ester). Yield: 92.8%. Reaction SMILES: [CH3:1][C:2]1([CH3:15])[C@H:7]2[O:8][C@H:6]2[C:5]2C=C(C#N)C=[CH:12][C:4]=2[O:3]1.[CH2:16]([O:18][C:19]([NH:21][C:22]1[CH:28]=[CH:27][CH:26]=[CH:25][C:23]=1[NH2:24])=[O:20])[CH3:17].Cl([O-])(=O)(=O)=O.[Mg+2].Cl([O-])(=O)(=O)=O.C(#[N:42])C>C(OCC)(=O)C>[C:12]([C:4]1[O:3][C:2]([CH3:1])([CH3:15])[C@@H:7]([OH:8])[C@H:6]([NH:24][C:23]2[CH:25]=[CH:26][CH:27]=[CH:28][C:22]=2[NH:21][C:19](=[O:20])[O:18][CH2:16][CH3:17])[CH:5]=1)#[N:42] |f:2.3.4|. Procedure details: The reaction mixture containing (1aS-cis)-1a,7b-dihydro-2,2-dimethyl-2H-oxireno-[c][1]benzopyran-6-carbonitrile, from example 2, part A (1.0 g, 5.0 mmol), 2-[(ethoxycarbonyl)amino]aniline, compound of example 1, part B (900 mg, 5.0 mmol) and magnesium perchlorate (1.12 g, 5.0 mmol) in acetonitrile (5.0 mL) was stirred under argon at room temperature for 48 hours. The reaction mixture was diluted with ethyl acetate and washed with water, saturated sodium bicarbonate solution and brine. After dryi... The reactants are BrC=1C=C(C=C(C1)OC(F)(F)F)C1=CC(=NN1C=1C=NC(=CC1)C)C(=O)O (5-(3-Bromo-5-trifluoromethoxyphenyl)-1-(6-methylpyridin-3-yl)-1H-pyrazole-3-carboxylic acid), ClC=1C=C(C=C(C1)F)C1=CC(=NN1C1=NC=CC=C1)C(=O)N1CNC(C1)=O (1-{[5-(3-Chloro-5-fluorophenyl)-1-(pyridin-2-yl)-1H-pyrazol-3-yl]carbonyl}imidazolidin-4-one), Cl.N1C(NC=C1)=O (4-imidazolinone-hydrochloride). Yields the product BrC=1C=C(C=C(C1)OC(F)(F)F)C1=CC(=NN1C=1C=NC(=CC1)C)C(=O)N1CNC(C1)=O (1-({5-[3-Bromo-5-(trifluoromethoxy)phenyl]-1-(6-methylpyridin-3-yl)-1H-pyrazol-3-yl}carbonyl)imidazolidin-4-one). Reaction SMILES: [Br:1][C:2]1[CH:3]=[C:4]([C:13]2[N:17]([C:18]3[CH:19]=[N:20][C:21]([CH3:24])=[CH:22][CH:23]=3)[N:16]=[C:15]([C:25]([OH:27])=O)[CH:14]=2)[CH:5]=[C:6]([O:8][C:9]([F:12])([F:11])[F:10])[CH:7]=1.ClC1C=C(C2N(C3C=CC=CN=3)N=C(C([N:49]3[CH2:53][C:52](=[O:54])[NH:51][CH2:50]3)=O)C=2)C=C(F)C=1.Cl.N1C=CNC1=O>>[Br:1][C:2]1[CH:3]=[C:4]([C:13]2[N:17]([C:18]3[CH:19]=[N:20][C:21]([CH3:24])=[CH:22][CH:23]=3)[N:16]=[C:15]([C:25]([N:49]3[CH2:53][C:52](=[O:54])[NH:51][CH2:50]3)=[O:27])[CH:14]=2)[CH:5]=[C:6]([O:8][C:9]([F:10])([F:11])[F:12])[CH:7]=1 |f:2.3|. Procedure: 50 mg (0.11 mmol) of the compound of Example 41A is reacted analogously to the synthesis of the compound of Example 1 with 15 mg (0.13 mmol) of 4-imidazolinone-hydrochloride. 47 mg (81% of theory) of the title compound is obtained. The reactants are CC1=C(N)C=CC(=C1)F (2-methyl-4-fluoroaniline), CC=1C(=NC(=NC1C)N1C(C2=CC=CC=C2CC1)C)Cl (5,6-dimethyl-2-(1-methyl-1,2,3,4-tetrahydroisoquinolin-2-yl)-4-chloropyrimidine). Run in CN(C=O)C (dimethylformamide). The product is Cl.CC=1C(=NC(=NC1C)N1C(C2=CC=CC=C2CC1)C)NC1=C(C=C(C=C1)F)C (5,6-Dimethyl-4-(2-methyl-4-fluorophenylamino)-2-(1-methyl-1,2,3,4-tetrahydroisoquinolin-2-yl)pyrimidine hydrochloride). The yield is 72.7%. Reaction SMILES: [CH3:1][C:2]1[CH:8]=[C:7]([F:9])[CH:6]=[CH:5][C:3]=1[NH2:4].[CH3:10][C:11]1[C:12]([Cl:29])=[N:13][C:14]([N:18]2[CH2:27][CH2:26][C:25]3[C:20](=[CH:21][CH:22]=[CH:23][CH:24]=3)[CH:19]2[CH3:28])=[N:15][C:16]=1[CH3:17]>CN(C)C=O>[ClH:29].[CH3:10][C:11]1[C:12]([NH:4][C:3]2[CH:5]=[CH:6][C:7]([F:9])=[CH:8][C:2]=2[CH3:1])=[N:13][C:14]([N:18]2[CH2:27][CH2:26][C:25]3[C:20](=[CH:21][CH:22]=[CH:23][CH:24]=3)[CH:19]2[CH3:28])=[N:15][C:16]=1[CH3:17] |f:3.4|. Procedure: After 2-methyl-4-fluoroaniline(0.7 ml, 6.3 mmol) was added to a mixture solution of 5,6-dimethyl-2-(1-methyl-1,2,3,4-tetrahydroisoquinolin-2-yl)-4-chloropyrimidine(0.85 g, 3.0 mmol) and dimethylformamide(10 ml), 0.9 g of the titled compound was obtained in accordance with the same procedure as in Step 4 of Example 57.